Dataset: the Open Reaction Database (ORD), a public repository of structured organic reaction records. Task: describe an organic reaction: reactants, conditions, products, and yield The reactants are OCc1nc2ncc(Br)cn2n1, COC(C)(C)C, CC1(C)CCCC(C)(C)N1O, ClCCl. Product: O=Cc1nc2ncc(Br)cn2n1. Reaction SMILES: [Br:1][c:2]1[cH:3][n:4][c:5]2[n:6]([cH:7]1)[n:8][c:9]([CH2:11][OH:12])[n:10]2.[C:24]([O:25][CH3:26])([CH3:27])([CH3:28])[CH3:29].[CH3:13][C:14]1([CH3:23])[N:15]([O:16])[C:17]([CH3:18])([CH3:19])[CH2:20][CH2:21][CH2:22]1.[Cl:30][CH2:31][Cl:32]>>[Br:1][c:2]1[cH:3][n:4][c:5]2[n:6]([cH:7]1)[n:8][c:9]([CH:11]=[O:12])[n:10]2. Reactants: N1N=NN=C1C1=C(C=CC=C1)SC1=C(C=CC=C1)NC(=O)C1=CC=C(OCC(=O)O)C=C1 (4-[2-[2-(1H-Tetrazol-5-yl)phenylthio]phenylcarbamoyl]phenoxyacetic acid), C(C)(=O)O (acetic acid), N,N'-carbonyldiimidazole, CN(C(CO)=O)C (N,N-dimethylglycolamide). Solvent: CN(C=O)C (N,N-dimethylformamide), O (water). The product is N1N=NN=C1C1=C(C=CC=C1)SC1=C(C=CC=C1)NC(=O)C1=CC=C(OCC(=O)OCC(N(C)C)=O)C=C1 (N,N-Dimethylcarbamoylmethyl 4-[2-[2-(1H-tetrazol-5-yl)phenylthio]phenylcarbamoyl]phenoxyacetate). Isolated yield 38.5%. Reaction SMILES: [NH:1]1[C:5]([C:6]2[CH:11]=[CH:10][CH:9]=[CH:8][C:7]=2[S:12][C:13]2[CH:18]=[CH:17][CH:16]=[CH:15][C:14]=2[NH:19][C:20]([C:22]2[CH:32]=[CH:31][C:25]([O:26][CH2:27][C:28]([OH:30])=[O:29])=[CH:24][CH:23]=2)=[O:21])=[N:4][N:3]=[N:2]1.[CH3:33][N:34]([CH3:39])[C:35](=[O:38])[CH2:36]O.C(O)(=O)C>CN(C)C=O.O>[NH:4]1[C:5]([C:6]2[CH:11]=[CH:10][CH:9]=[CH:8][C:7]=2[S:12][C:13]2[CH:18]=[CH:17][CH:16]=[CH:15][C:14]=2[NH:19][C:20]([C:22]2[CH:23]=[CH:24][C:25]([O:26][CH2:27][C:28]([O:30][CH2:36][C:35](=[O:38])[N:34]([CH3:39])[CH3:33])=[O:29])=[CH:31][CH:32]=2)=[O:21])=[N:1][N:2]=[N:3]1. Reported procedure: In 15 ml of N,N-dimethylformamide was dissolved 1.2 g of 4-[2-[2-(1H-tetrazol-5-yl)phenylthio]phenylcarbamoyl]p-henoxyacetic acid (prepared in Example 6), followed by addition of 0.44 g of N,N'-carbonyldiimidazole with ice-cooling and stirring. The mixture was stirred with ice-cooling for 20 minutes, then 0.42 g of N,N-dimethylglycolamide was added, and the mixture was stirred at room temperature overnight. This reaction mixture was acidified with acetic acid and diluted with water and the cryst... Reactants: O (water), S(=O)(Cl)Cl (Thionyl chloride), CS(=O)(=O)OC1=CC(=C(C=C1)O)C(CO)(C)C (4-hydroxy-3-(2-hydroxy-1,1-dimethylethyl)phenyl methanesulphonate). The solvent is CN(C=O)C (dimethyl formamide), CN(C=O)C (dimethyl formamide). Run at temperature 15 celsius. Product: CS(=O)(=O)OC=1C=CC2=C(C(CO2)(C)C)C1 (2,3-dihydro-3,3-dimethylbenzofuran-5-yl methanesulphonate), product. As a reaction SMILES: S(Cl)(Cl)=O.[CH3:5][S:6]([O:9][C:10]1[CH:15]=[CH:14][C:13](O)=[C:12]([C:17]([CH3:21])([CH3:20])[CH2:18][OH:19])[CH:11]=1)(=[O:8])=[O:7].O>CN(C)C=O>[CH3:5][S:6]([O:9][C:10]1[CH:15]=[CH:14][C:13]2[O:19][CH2:18][C:17]([CH3:21])([CH3:20])[C:12]=2[CH:11]=1)(=[O:8])=[O:7]. Procedure: Thionyl chloride (83 parts) was added dropwise with cooling to dimethyl formamide (260 parts). To this mixture was then added dropwise a solution of 4-hydroxy-3-(2-hydroxy-1,1-dimethylethyl)phenyl methanesulphonate (180 parts) (from Example 1) in dimethyl formamide (190 parts) with stirring at about 15° C. The mixture was then stirred for one hour at room temperature and for five hours at 100° C. Addition to water (2000 parts) caused precipitation of an off-white solid which was filtered off and... The reactants are [BH4-], C1CCOC1, CCO, CN(CCCCCC1Cc2cc(OC3CCCCO3)ccc2C2C(F)CC3(C)C(=O)CCC3C12)CCCSCCCC(F)(F)C(F)(F)F, [Na+], O. The product is CN(CCCCCC1Cc2cc(OC3CCCCO3)ccc2C2C(F)CC3(C)C(O)CCC3C12)CCCSCCCC(F)(F)C(F)(F)F. Reaction SMILES: [BH4-:1].[CH2:51]1[O:52][CH2:53][CH2:54][CH2:55]1.[CH3:56][CH2:57][OH:58].[F:3][CH:4]1[CH:5]2[c:6]3[cH:7][cH:8][c:9]([O:44][CH:45]4[O:46][CH2:47][CH2:48][CH2:49][CH2:50]4)[cH:10][c:11]3[CH2:12][CH:13]([CH2:23][CH2:24][CH2:25][CH2:26][CH2:27][N:28]([CH2:29][CH2:30][CH2:31][S:32][CH2:33][CH2:34][CH2:35][C:36]([C:37]([F:38])([F:39])[F:40])([F:41])[F:42])[CH3:43])[CH:14]2[CH:15]2[CH2:16][CH2:17][C:18](=[O:22])[C:19]2([CH3:20])[CH2:21]1.[Na+:2].[OH2:59]>>[F:3][CH:4]1[CH:5]2[c:6]3[cH:7][cH:8][c:9]([O:44][CH:45]4[O:46][CH2:47][CH2:48][CH2:49][CH2:50]4)[cH:10][c:11]3[CH2:12][CH:13]([CH2:23][CH2:24][CH2:25][CH2:26][CH2:27][N:28]([CH2:29][CH2:30][CH2:31][S:32][CH2:33][CH2:34][CH2:35][C:36]([C:37]([F:38])([F:39])[F:40])([F:41])[F:42])[CH3:43])[CH:14]2[CH:15]2[CH2:16][CH2:17][CH:18]([OH:22])[C:19]2([CH3:20])[CH2:21]1. Starting materials: ClC1=C(CBr)C(=CC=C1)Cl (2,6-dichlorobenzyl bromide), NC1=NC=CC=C1O (2-amino-3hydroxypyridine), O (water). Reagents/catalysts: CCCCCCCC[N+](C)(CCCCCCCC)CCCCCCCC.[Cl-] (Adogen 464). The solvent is [OH-].[Na+] (sodium hydroxide), ClCCl (dichloromethane). Conditions: time 16 hour. Yields the product NC1=NC=CC=C1OCC1=C(C=CC=C1Cl)Cl (2-Amino-3-(2,6-dichlorobenzyloxy)pyridine). Isolated yield 84.3%. Reaction SMILES: [Cl:1][C:2]1[CH:9]=[CH:8][CH:7]=[C:6]([Cl:10])[C:3]=1[CH2:4]Br.[NH2:11][C:12]1[C:17]([OH:18])=[CH:16][CH:15]=[CH:14][N:13]=1.O>[OH-].[Na+].ClCCl.CCCCCCCC[N+](CCCCCCCC)(CCCCCCCC)C.[Cl-]>[NH2:11][C:12]1[C:17]([O:18][CH2:4][C:3]2[C:2]([Cl:1])=[CH:9][CH:8]=[CH:7][C:6]=2[Cl:10])=[CH:16][CH:15]=[CH:14][N:13]=1 |f:3.4,6.7|. Procedure: A mixture of 2,6-dichlorobenzyl bromide (50 g, 0.209 mol) and 2-amino-3hydroxypyridine (20.9 g, 0.19 mol) in 40% aqueous sodium hydroxide solution (200 ml) and dichloromethane (200 ml) was treated with Adogen 464 (5 ml) and stirred vigorously at room temperature for 16 hours. A further 200 ml of water was added and the product extracted into dichloromethane, dried, and the solvent evaporated to yield a solid (43.1 g, 76%), m.p. 141°-142° C. Starting materials: FC1=CC=C(C=C1)N1N=CC=2C1=NC=1CCCC(C1C2)=O (1-(4-fluorophenyl)-7,8-dihydro-1H-pyrazolo[3,4-b]quinolin-5(6H)-one), O1CCOCC1 (1,4-Dioxane), CC(C)(C)[O-].[K+] (potassium 2-methylpropan-2-olate), CCOCC (Et2O). Reagents/catalysts: [Br-].C[P+](C1=CC=CC=C1)(C1=CC=CC=C1)C1=CC=CC=C1 (methyltriphenylphosphonium bromide). Run in CCCCCCC.CCOC(=O)C (heptane EtOAc), CCCCCCC.CCOC(=O)C (Heptane EtOAc). Run at time 2 hour. The product is FC1=CC=C(C=C1)N1N=CC=2C1=NC=1CCCC(C1C2)=C (1-(4-fluorophenyl)-5-methylene-5,6,7,8-tetrahydro-1H-pyrazolo[3,4-b]quinoline). The yield is 80.0%. As a reaction SMILES: CC([O-])(C)C.[K+].CCO[CH2:10][CH3:11].[F:12][C:13]1[CH:18]=[CH:17][C:16]([N:19]2[C:23]3=[N:24][C:25]4[CH2:26][CH2:27][CH2:28]C(=O)[C:30]=4[CH:31]=[C:22]3[CH:21]=[N:20]2)=[CH:15][CH:14]=1.O1CCOCC1>[Br-].C[P+](C1C=CC=CC=1)(C1C=CC=CC=1)C1C=CC=CC=1.CCCCCCC.CCOC(C)=O>[F:12][C:13]1[CH:14]=[CH:15][C:16]([N:19]2[C:23]3=[N:24][C:25]4[CH2:26][CH2:27][CH2:28][C:10](=[CH2:11])[C:30]=4[CH:31]=[C:22]3[CH:21]=[N:20]2)=[CH:17][CH:18]=1 |f:0.1,5.6,7.8|. Reported procedure: A flask was charged with potassium 2-methylpropan-2-olate (45.4 g, 404 mmol), Et2O (1000 mL) and methyltriphenylphosphonium bromide (141 g, 395 mmol). The mixture was stirred for about 2 h at rt then 1-(4-fluorophenyl)-7,8-dihydro-1H-pyrazolo[3,4-b]quinolin-5(6H)-one (112, R1=4-Fluorophenyl) (55.5 g, 197 mmol) was added over about 15 min. The mixture was stirred at rt for about 15 h. 1,4-Dioxane (100 mL) was added to the reaction mixture and stirring was continued for about 4 h. Solids were remo...